The task is: describe an organic reaction: reactants, conditions, products, and yield. This data is from the Open Reaction Database (ORD), a public repository of structured organic reaction records. Reactants: C=CC(C)(C)OCc1ccccc1, [O-][I+3]([O-])([O-])[O-], [Na+], C1COCCO1, O. Yields the product CC(C)(C=O)OCc1ccccc1. As a reaction SMILES: [CH2:2]([c:3]1[cH:4][cH:5][cH:6][cH:7][cH:8]1)[O:9][C:10]([CH3:11])([CH:12]=[CH2:13])[CH3:14].[I+3:15]([O-:16])([O-:17])([O-:18])[O-:19].[Na+:20].[O:21]1[CH2:22][CH2:23][O:24][CH2:25][CH2:26]1.[OH2:1]>>[CH2:2]([c:3]1[cH:4][cH:5][cH:6][cH:7][cH:8]1)[O:9][C:10]([CH3:11])([CH:12]=[O:16])[CH3:14]. The reactants are C1CNCCN1, CS(C)=O, Cl, O, Cc1ccc(S(=O)(=O)c2ccc3c(=O)c(C(=O)O)cn4c3c2CCC4)cc1. Product: O=C(O)c1cn2c3c(c(N4CCNCC4)ccc3c1=O)CCC2. Reaction SMILES: [CH2:28]1[CH2:29][NH:30][CH2:31][CH2:32][NH:33]1.[CH3:34][S:35](=[O:36])[CH3:37].[ClH:38].[OH2:39].[c:1]1([CH3:2])[cH:3][cH:4][c:5]([S:6](=[O:7])(=[O:8])[c:10]2[cH:11][cH:12][c:13]3[c:14](=[O:26])[c:15]([C:23](=[O:24])[OH:25])[cH:16][n:17]4[c:22]3[c:21]2[CH2:20][CH2:19][CH2:18]4)[cH:9][cH:27]1>>[c:10]1([N:30]2[CH2:29][CH2:28][NH:33][CH2:32][CH2:31]2)[cH:11][cH:12][c:13]2[c:14](=[O:26])[c:15]([C:23](=[O:24])[OH:25])[cH:16][n:17]3[c:22]2[c:21]1[CH2:20][CH2:19][CH2:18]3. The reactants are C1(=CC=CC=C1)C (Toluene), C([O-])([O-])=O.[Na+].[Na+] (sodium carbonate), [Si](C)(C)(C(C)(C)C)O[C@@H]([C@@H](OC1=CC=C(C=C1)B(O)O)C)CCC=1C=NC=CC1 ((1S,2R)-4-[2-(tert-butyldimethylsilanyloxy)-1-methyl-4-pyridin-3-ylbutoxy]benzeneboronic acid), BrC=1C(=NC(=NC1)OC)OC (5-bromo-2,4-dimethoxypyrimidine). The reagents and catalysts are C=1C=CC(=CC1)[P](C=2C=CC=CC2)(C=3C=CC=CC3)[Pd]([P](C=4C=CC=CC4)(C=5C=CC=CC5)C=6C=CC=CC6)([P](C=7C=CC=CC7)(C=8C=CC=CC8)C=9C=CC=CC9)[P](C=1C=CC=CC1)(C=1C=CC=CC1)C=1C=CC=CC1 (tetrakis(triphenylphosphine)palladium(0)). Run in C(C)O (ethanol). Conditions: temperature 120 celsius. The product is COC1=NC=C(C(=N1)OC)C1=CC=C(O[C@@H](C)[C@@H](CCC=2C=NC=CC2)O)C=C1 ((2S,3R)-2-(4-(2,4-Dimethoxypyrimidin-5-yl)phenoxy)-5-pyridin-3-yl-pentan-3-ol). As a reaction SMILES: C1(C)C=CC=CC=1.C(=O)([O-])[O-].[Na+].[Na+].[Si]([O:21][C@H:22]([CH2:35][CH2:36][C:37]1[CH:38]=[N:39][CH:40]=[CH:41][CH:42]=1)[C@H:23]([CH3:34])[O:24][C:25]1[CH:30]=[CH:29][C:28](B(O)O)=[CH:27][CH:26]=1)(C(C)(C)C)(C)C.Br[C:44]1[C:45]([O:52][CH3:53])=[N:46][C:47]([O:50][CH3:51])=[N:48][CH:49]=1>C(O)C.C1C=CC([P]([Pd]([P](C2C=CC=CC=2)(C2C=CC=CC=2)C2C=CC=CC=2)([P](C2C=CC=CC=2)(C2C=CC=CC=2)C2C=CC=CC=2)[P](C2C=CC=CC=2)(C2C=CC=CC=2)C2C=CC=CC=2)(C2C=CC=CC=2)C2C=CC=CC=2)=CC=1>[CH3:51][O:50][C:47]1[N:46]=[C:45]([O:52][CH3:53])[C:44]([C:28]2[CH:27]=[CH:26][C:25]([O:24][C@H:23]([C@H:22]([OH:21])[CH2:35][CH2:36][C:37]3[CH:38]=[N:39][CH:40]=[CH:41][CH:42]=3)[CH3:34])=[CH:30][CH:29]=2)=[CH:49][N:48]=1 |f:1.2.3,^1:60,62,81,100|. Reported procedure: Toluene (4 ml), 2M aqueous sodium carbonate (0.5 ml), (1S,2R)-4-[2-(tert-butyldimethylsilanyloxy)-1-methyl-4-pyridin-3-ylbutoxy]benzeneboronic acid (0.200 g, example 15f)), and tetrakis(triphenylphosphine)palladium(0) (0.020 g) were added to a solution of 5-bromo-2,4-dimethoxypyrimidine (0.209 g) in ethanol (1 ml). The mixture was heated at 120° C. for 4 hours. Reactants: FC=1C=CC(=C(C1)C1=C2C(=NC=C1C#N)N(C(=C2)I)S(=O)(=O)C2=CC=CC=C2)OC (4-(5-fluoro-2-methoxyphenyl)-2-iodo-1-(phenylsulfonyl)-1H-pyrrolo[2,3-b]pyridine-5-carbonitrile), [OH-].[Li+] (lithium hydroxide), [1,1′-bis(diphenylphosphino)ferrocene]dichloro-palladium(II) dichloromethane, O1CCCC1 (tetrahydrofuran), Example 223B, C([O-])([O-])=O.[Na+].[Na+] (sodium carbonate), Cl (hydrochloric acid). Run in O (water). The product is C(#N)C=1C(=C2C(=NC1)NC(=C2)C=2CC1CCC(C2)N1C(=O)OC(C)(C)C)C1=C(C=CC(=C1)F)OC (tert-butyl 3-(5-cyano-4-(5-fluoro-2-methoxyphenyl)-1H-pyrrolo[2,3-b]pyridin-2-yl)-8-azabicyclo[3.2.1]oct-3-ene-8-carboxylate). As a reaction SMILES: [F:1][C:2]1[CH:3]=[CH:4][C:5]([O:29][CH3:30])=[C:6]([C:8]2[C:13]([C:14]#[N:15])=[CH:12][N:11]=[C:10]3[N:16](S(C4C=CC=CC=4)(=O)=O)[C:17](I)=[CH:18][C:9]=23)[CH:7]=1.[C:31](=[O:34])([O-])[O-:32].[Na+].[Na+].[OH-].[Li+].Cl.O1[CH2:44][CH2:43][CH2:42][CH2:41]1>O>[C:14]([C:13]1[C:8]([C:6]2[CH:7]=[C:2]([F:1])[CH:3]=[CH:4][C:5]=2[O:29][CH3:30])=[C:9]2[CH:18]=[C:17]([C:42]3[CH2:43][CH:44]4[N:11]([C:31]([O:32][C:6]([CH3:8])([CH3:7])[CH3:5])=[O:34])[CH:10]([CH:41]=3)[CH2:9][CH2:18]4)[NH:16][C:10]2=[N:11][CH:12]=1)#[N:15] |f:1.2.3,4.5|. Reported procedure: A mixture of Example 236C (0.4 g, 0.750 mmol), Example 223B (0.302 g, 0.900 mmol), sodium carbonate (0.238 g, 2.250 mmol), and [1,1′-bis(diphenylphosphino)ferrocene]dichloro-palladium(II) dichloromethane adduct (0.043 g, 0.053 mmol) in 10 mL tetrahydrofuran and 3 mL water was heated at 80° C. for 4 hours. The mixture was cooled to room temperature and treated with 2N lithium hydroxide (1.875 mL, 3.75 mmol) for 4 hours. The mixture was neutralized with 2N aqueous hydrochloric acid and extracted w... Starting materials: CCOC(=O)Cl, Nc1ccc2c(c1)CCC2=O, c1ccncc1. The product is CCOC(=O)Nc1ccc2c(c1)CCC2=O. As a reaction SMILES: [Cl:12][C:13](=[O:14])[O:15][CH2:16][CH3:17].[NH2:1][c:2]1[cH:3][c:4]2[c:8]([cH:9][cH:10]1)[C:7](=[O:11])[CH2:6][CH2:5]2.[cH:18]1[cH:19][cH:20][n:21][cH:22][cH:23]1>>[NH:1]([c:2]1[cH:3][c:4]2[c:8]([cH:9][cH:10]1)[C:7](=[O:11])[CH2:6][CH2:5]2)[C:13](=[O:14])[O:15][CH2:16][CH3:17].